From a dataset of the Open Reaction Database (ORD), a public repository of structured organic reaction records. describe an organic reaction: reactants, conditions, products, and yield Starting materials: C1(=CC=CC=C1)S(=O)(=O)O.NC12CCC(CC1)(CC2)C(=O)OCC (ethyl 4-aminobicyclo[2.2.2]octane-1-carboxylate benzenesulfonate), F[C@H]1C[C@H](N(C1)C(COS(=O)(=O)C1=CC=CC=C1)=O)C#N ((2S,4S)-4-fluoro-1-[2-(benzenesulfonyloxy)acetyl]pyrrolidine-2-carbonitrile). Product: C(C)OC(=O)C12CCC(CC1)(CC2)NCC(=O)N2[C@@H](C[C@@H](C2)F)C#N ((2S,4S)-1-[2-[(4-ethoxycarbonylbicyclo[2.2.2]oct-1-yl)amino]ac etyl]-4-fluoropyrrolidine-2-carbonitrile). Yield: 101.1%. Reaction SMILES: C1(S(O)(=O)=O)C=CC=CC=1.[NH2:11][C:12]12[CH2:19][CH2:18][C:15]([C:20]([O:22][CH2:23][CH3:24])=[O:21])([CH2:16][CH2:17]1)[CH2:14][CH2:13]2.[F:25][C@@H:26]1[CH2:30][N:29]([C:31](=[O:43])[CH2:32]OS(C2C=CC=CC=2)(=O)=O)[C@H:28]([C:44]#[N:45])[CH2:27]1>>[CH2:23]([O:22][C:20]([C:15]12[CH2:14][CH2:13][C:12]([NH:11][CH2:32][C:31]([N:29]3[CH2:30][C@@H:26]([F:25])[CH2:27][C@H:28]3[C:44]#[N:45])=[O:43])([CH2:19][CH2:18]1)[CH2:17][CH2:16]2)=[O:21])[CH3:24] |f:0.1|. Procedure details: Using ethyl 4-aminobicyclo[2.2.2]octane-1-carboxylate benzenesulfonate (609 mg) and (2S,4S)-4-fluoro-1-[2-(benzenesulfonyloxy)acetyl]pyrrolidine-2-carbonitrile (783 mg), the same procedure was followed as in Example 7 to give (2S,4S)-1-[2-[(4-ethoxycarbonylbicyclo[2.2.2]oct-1-yl)amino]ac etyl]-4-fluoropyrrolidine-2-carbonitrile (609 mg, 87% yield). This compound was identical to the compound obtained in Example 7.